From a dataset of the Open Reaction Database (ORD), a public repository of structured organic reaction records. describe an organic reaction: reactants, conditions, products, and yield Reactants: COC(=O)CCCCNC(=O)c1sc2ccc(OC)cc2c1OC(C)C, CO, O. Yields the product COc1ccc2sc(C(=O)NCCCCC(=O)O)c(OC(C)C)c2c1. As a reaction SMILES: [CH3:1][O:2][c:3]1[cH:4][c:5]2[c:6]([s:7][c:8]([C:14](=[O:15])[NH:16][CH2:17][CH2:18][CH2:19][CH2:20][C:21](=[O:22])[O:23][CH3:24])[c:9]2[O:10][CH:11]([CH3:12])[CH3:13])[cH:25][cH:26]1.[CH3:27][OH:28].[OH2:29]>>[CH3:1][O:2][c:3]1[cH:4][c:5]2[c:6]([s:7][c:8]([C:14](=[O:15])[NH:16][CH2:17][CH2:18][CH2:19][CH2:20][C:21](=[O:22])[OH:23])[c:9]2[O:10][CH:11]([CH3:12])[CH3:13])[cH:25][cH:26]1. Reactants: O=S(O)c1cccc(Cl)c1, O=Cc1cccnc1Cl, [Na]. Product: O=Cc1cccnc1S(=O)(=O)c1cccc(Cl)c1. As a reaction SMILES: [Cl:11][c:12]1[cH:13][c:14]([S:18](=[O:19])[OH:20])[cH:15][cH:16][cH:17]1.[Cl:1][c:2]1[n:3][cH:4][cH:5][cH:6][c:7]1[CH:8]=[O:9].[Na:10]>>[c:2]1([S:18]([c:14]2[cH:13][c:12]([Cl:11])[cH:17][cH:16][cH:15]2)(=[O:19])=[O:20])[n:3][cH:4][cH:5][cH:6][c:7]1[CH:8]=[O:9].